This data is from the Open Reaction Database (ORD), a public repository of structured organic reaction records. The task is: describe an organic reaction: reactants, conditions, products, and yield Starting materials: C(CCCCCCCCCCC)OS(=O)(=O)[O-].[Na+] (Sodium dodecylsulfate), C(C)(C)NC(C=C)=O (N-isopropylacrylamide), C(C=C)(=O)O (acrylic acid), C(C=CC(=O)N)C=CC(=O)N (methylenebisacrylamide), S(=O)(=O)([O-])OOS(=O)(=O)[O-].[K+].[K+] (potassium persulfate). Run in O (water). Run at temperature 70 celsius, time 30 minute. The product is C(C)(C)NC(C=C)=O.C(C=C)(=O)O (N-isopropylacrylamide acrylic acid). Reaction SMILES: C(OS([O-])(=O)=O)CCCCCCCCCCC.[Na+].[CH:19]([NH:22][C:23](=[O:26])[CH:24]=[CH2:25])([CH3:21])[CH3:20].[C:27]([OH:31])(=[O:30])[CH:28]=[CH2:29].C(C=CC(N)=O)C=CC(N)=O.S(OOS([O-])(=O)=O)([O-])(=O)=O.[K+].[K+]>O>[CH:19]([NH:22][C:23](=[O:26])[CH:24]=[CH2:25])([CH3:21])[CH3:20].[C:27]([OH:31])(=[O:30])[CH:28]=[CH2:29] |f:0.1,5.6.7,9.10|. Reported procedure: Sodium dodecylsulfate (20 mg), N-isopropylacrylamide (2.7 g), acrylic acid (172 mg), and methylenebisacrylamide (121 mg) are dissolved in 200 ml of water, and, after a 30 minute stirring at 70° C. in a nitrogen atmosphere, a polymerization initiator (potassium persulfate 9.2 mg) is added, followed by 4 hours of stirring. The obtained particles (precursor of Example 1-2) are purified in water by means of dialysis, and then lyophilized. These particles are then dispersed in tetrahydrofuran (30 ml)... The reactants are c1ccc2c(c1)CCNC2, CCOC(C)=O, N#Cc1ccc2ncn(-c3cncc(Cl)n3)c2c1, N#Cc1ccc2c(c1)ncn2-c1cncc(Cl)n1. The product is N#Cc1ccc2ncn(-c3cncc(N4CCc5ccccc5C4)n3)c2c1. Reaction SMILES: [CH2:37]1[NH:38][CH2:39][CH2:40][c:41]2[cH:42][cH:43][cH:44][cH:45][c:46]21.[CH3:47][CH2:48][O:49][C:50](=[O:51])[CH3:52].[Cl:19][c:20]1[cH:21][n:22][cH:23][c:24](-[n:26]2[cH:27][n:28][c:29]3[c:30]2[cH:31][c:32]([C:35]#[N:36])[cH:33][cH:34]3)[n:25]1.[Cl:1][c:2]1[n:3][c:4](-[n:5]2[c:6]3[cH:7][cH:8][c:9]([C:10]#[N:11])[cH:12][c:13]3[n:14][cH:15]2)[cH:16][n:17][cH:18]1>>[c:20]1([N:38]2[CH2:37][c:46]3[c:41]([cH:42][cH:43][cH:44][cH:45]3)[CH2:40][CH2:39]2)[cH:21][n:22][cH:23][c:24](-[n:26]2[cH:27][n:28][c:29]3[c:30]2[cH:31][c:32]([C:35]#[N:36])[cH:33][cH:34]3)[n:25]1. Starting materials: CCO, Cl, [Na+], [OH-], Cn1nnc(-c2ccc(CN3CCC(O)(C#N)CC3)cc2)n1. Yields the product CCOC(=O)C1(O)CCN(Cc2ccc(-c3nnn(C)n3)cc2)CC1. RXN SMILES: [CH3:26][CH2:27][OH:28].[ClH:23].[Na+:25].[OH-:24].[OH:1][C:2]1([C:21]#[N:22])[CH2:3][CH2:4][N:5]([CH2:8][c:9]2[cH:10][cH:11][c:12](-[c:15]3[n:16][n:17][n:18]([CH3:20])[n:19]3)[cH:13][cH:14]2)[CH2:6][CH2:7]1>>[OH:1][C:2]1([C:21](=[O:24])[O:28][CH2:27][CH3:26])[CH2:3][CH2:4][N:5]([CH2:8][c:9]2[cH:10][cH:11][c:12](-[c:15]3[n:16][n:17][n:18]([CH3:20])[n:19]3)[cH:13][cH:14]2)[CH2:6][CH2:7]1. The reactants are ClC1=NC=C(C=C1)[N+](=O)[O-] (2-chloro-5-nitropyridine), [F-].[K+] (KF). Solvent: [Cl-].[Na+].O (brine), C(C)(=O)OCC (ethyl acetate), hexanes, CS(=O)C (dimethyl sulfoxide). Conditions: temperature 70 celsius. Yields the product FC1=NC=C(C=C1)[N+](=O)[O-] (2-fluoro-5-nitropyridine). Isolated yield 84.8%. RXN SMILES: Cl[C:2]1[CH:7]=[CH:6][C:5]([N+:8]([O-:10])=[O:9])=[CH:4][N:3]=1.[F-:11].[K+]>CS(C)=O.[Cl-].[Na+].O.C(OCC)(=O)C>[F:11][C:2]1[CH:7]=[CH:6][C:5]([N+:8]([O-:10])=[O:9])=[CH:4][N:3]=1 |f:1.2,4.5.6|. Procedure details: To 100 g of 2-chloro-5-nitropyridine (Aldrich) in 600 mL of dimethyl sulfoxide under an inert atmosphere was added 100 g of anhydrous KF. The reaction was heated at 70° C. for 18 hours before cooling and diluting with 500 mL each of brine, ethyl acetate, and hexanes. This mixture was filtered through a pad of celite, the organic phase was separated, and the aqueous phase was extracted three times with equal volumes of ethyl acetate and hexanes. The pooled organic phases were washed with brine, d... Reactants: C(C)(C)(C)OC(=O)N[C@@H]1[C@@H](CCCC1)NC1=C(C2=C(C(=N1)Cl)C(N(C2)C(=O)OC(C)(C)C)=O)F (tert-butyl 6-((1R,2S)-2-(tert-butoxycarbonylamino)cyclohexylamino)-4-chloro-7-fluoro-3-oxo-1H-pyrrolo[3,4-c]pyridine-2(3H)-carboxylate), CN1N=CC2=C1C=C(S2)[Sn](CCCC)(CCCC)CCCC (1-methyl-5-(tributylstannyl)-1H-thieno[3,2-c]pyrazole). The reagents and catalysts are [Pd].C1(=CC=CC=C1)P(C1=CC=CC=C1)C1=CC=CC=C1.C1(=CC=CC=C1)P(C1=CC=CC=C1)C1=CC=CC=C1.C1(=CC=CC=C1)P(C1=CC=CC=C1)C1=CC=CC=C1.C1(=CC=CC=C1)P(C1=CC=CC=C1)C1=CC=CC=C1 (tetrakis(triphenylphosphine) palladium(0)). Solvent: C1(=CC=CC=C1)C (toluene). Reaction conditions: temperature 90 celsius. The product is C(C)(C)(C)OC(=O)N[C@@H]1[C@@H](CCCC1)NC1=C(C2=C(C(=N1)C1=CC=3N(N=CC3S1)C)C(N(C2)C(=O)OC(C)(C)C)=O)F (tert-butyl 6-(((1R,2S)-2-((tert-butoxycarbonyl)amino)cyclohexyl)amino)-7-fluoro-4-(1-methyl-1H-thieno[3,2-c]pyrazol-5-yl)-3-oxo-1H-pyrrolo[3,4-c]pyridine-2(3H)-carboxylate). Reaction SMILES: [C:1]([O:5][C:6]([NH:8][C@H:9]1[CH2:14][CH2:13][CH2:12][CH2:11][C@H:10]1[NH:15][C:16]1[N:21]=[C:20](Cl)[C:19]2[C:23](=[O:33])[N:24]([C:26]([O:28][C:29]([CH3:32])([CH3:31])[CH3:30])=[O:27])[CH2:25][C:18]=2[C:17]=1[F:34])=[O:7])([CH3:4])([CH3:3])[CH3:2].[CH3:35][N:36]1[C:40]2[CH:41]=[C:42]([Sn](CCCC)(CCCC)CCCC)[S:43][C:39]=2[CH:38]=[N:37]1>C1(C)C=CC=CC=1.[Pd].C1(P(C2C=CC=CC=2)C2C=CC=CC=2)C=CC=CC=1.C1(P(C2C=CC=CC=2)C2C=CC=CC=2)C=CC=CC=1.C1(P(C2C=CC=CC=2)C2C=CC=CC=2)C=CC=CC=1.C1(P(C2C=CC=CC=2)C2C=CC=CC=2)C=CC=CC=1>[C:1]([O:5][C:6]([NH:8][C@H:9]1[CH2:14][CH2:13][CH2:12][CH2:11][C@H:10]1[NH:15][C:16]1[N:21]=[C:20]([C:42]2[S:43][C:39]3[CH:38]=[N:37][N:36]([CH3:35])[C:40]=3[CH:41]=2)[C:19]2[C:23](=[O:33])[N:24]([C:26]([O:28][C:29]([CH3:32])([CH3:31])[CH3:30])=[O:27])[CH2:25][C:18]=2[C:17]=1[F:34])=[O:7])([CH3:4])([CH3:3])[CH3:2] |f:3.4.5.6.7|. Procedure details: In a 30 mL sealed cap glass vessel, tert-butyl 6-((1R,2S)-2-(tert-butoxycarbonylamino)cyclohexylamino)-4-chloro-7-fluoro-3-oxo-1H-pyrrolo[3,4-c]pyridine-2(3H)-carboxylate (102 mg, 0.205 mmol), 1-methyl-5-(tributylstannyl)-1H-thieno[3,2-c]pyrazole (175 mg, 0.410 mmol) and tetrakis(triphenylphosphine) palladium(0) (118 mg, 0.102 mmol) were dissolved in toluene (5 mL). The cap was sealed and the reaction mixture was heated at 90° C. in an oil bath for 2 hours. The reaction mixture was concentrated ... Starting materials: solid, BrC1=CC(=CC=2C=C3N(C12)CCCNC3=O)C#N (7-bromo-1-oxo-2,3,4,5-tetrahydro-[1,4]diazepino[1,2-a]indole-9-carbonitrile), BrC1=CC(=CC=2C=C3N(C12)CCCNC3=O)C#N (7-bromo-1-oxo-2,3,4,5-tetrahydro-[1,4]diazepino[1,2-a]indole-9-carbonitrile), C(#N)C=1C=C(C=CC1)B(O)O (3-cyanophenylboronic acid). Product: C(#N)C=1C=C(C=CC1)C1=CC(=CC=2C=C3N(C12)CCCNC3=O)C#N (7-(3-Cyanophenyl)-1-oxo-2,3,4,5-tetrahydro-[1,4]diazepino[1,2-a]indole-9-carbonitrile). Reaction SMILES: Br[C:2]1[C:10]2[N:9]3[CH2:11][CH2:12][CH2:13][NH:14][C:15](=[O:16])[C:8]3=[CH:7][C:6]=2[CH:5]=[C:4]([C:17]#[N:18])[CH:3]=1.[C:19]([C:21]1[CH:22]=[C:23](B(O)O)[CH:24]=[CH:25][CH:26]=1)#[N:20]>>[C:19]([C:21]1[CH:26]=[C:25]([C:2]2[C:10]3[N:9]4[CH2:11][CH2:12][CH2:13][NH:14][C:15](=[O:16])[C:8]4=[CH:7][C:6]=3[CH:5]=[C:4]([C:17]#[N:18])[CH:3]=2)[CH:24]=[CH:23][CH:22]=1)#[N:20]. Procedure details: The title compound, light grey solid (78 mg, 96%), MS (ISP) m/z=327.5 [(M+H)+], mp 225.5° C., was prepared in accordance with the general method of example 1 from 7-bromo-1-oxo-2,3,4,5-tetrahydro-[1,4]diazepino[1,2-a]indole-9-carbonitrile (intermediate 20) (76.0 mg, 0.25 mmol) and commercially available 3-cyanophenylboronic acid (47.8 mg, 0.325 mmol).